This data is from the Open Reaction Database (ORD), a public repository of structured organic reaction records. The task is: describe an organic reaction: reactants, conditions, products, and yield RXN SMILES: [CH2:1]([O:3][C:4](=[O:16])[CH2:5][N:6]1[C:14]2[CH2:13][CH2:12][CH2:11][C:10](=O)[C:9]=2[CH:8]=[N:7]1)[CH3:2].[Cl-].[OH:18][NH3+:19].N.[Cl-].[NH4+]>C(O)C>[CH2:1]([O:3][C:4](=[O:16])[CH2:5][N:6]1[C:14]2[CH2:13][CH2:12][CH2:11][C:10](=[N:19][OH:18])[C:9]=2[CH:8]=[N:7]1)[CH3:2] |f:1.2,4.5|. Starting materials: C(C)OC(CN1N=CC=2C(CCCC12)=O)=O ((4-oxo-4,5,6,7-tetrahydro-indazol-1-yl)-acetic acid ethyl ester), [Cl-].O[NH3+] (hydroxylammonium chloride), N (ammonia), [Cl-].[NH4+] (ammonium chloride). Reported procedure: To a stirred solution of (4-oxo-4,5,6,7-tetrahydro-indazol-1-yl)-acetic acid ethyl ester (222 mg, 10 mmol) in ethanol (10 mL) was added hydroxylammonium chloride (74 mg, 10.5 mmol). The reaction mixture was heated at reflux for 1 hour. After cooling to room temperature, a solution of concentrated ammonia and saturated ammonium chloride (10 mL, 1:5, v/v) was added to the reaction mixture. The resulting solution was extracted with ethyl acetate (25 mL×3). The combined organic layers were washed wi... Run in C(C)O (ethanol). Product: C(C)OC(CN1N=CC=2C(CCCC12)=NO)=O ((4-Hydroxyimino-4,5,6,7-tetrahydro-indazol-1-yl)-acetic acid ethyl ester). Starting materials: CC(=O)O[BH-](OC(C)=O)OC(C)=O, O=C([O-])O, ClCCl, CC(C)=O, CC(=O)O, CN1CCCC1=O, O=C1NC(=O)c2ccc(I)cc2C1=CNc1ccc(N2CCNCC2)cc1, [Na+], [Na+]. The product is CC(C)N1CCN(c2ccc(NC=C3C(=O)NC(=O)c4ccc(I)cc43)cc2)CC1. Reaction SMILES: [C:28]([O:29][BH-:30]([O:31][C:32](=[O:33])[CH3:34])[O:35][C:36](=[O:37])[CH3:38])(=[O:39])[CH3:40].[C:50](=[O:51])([OH:52])[O-:53].[CH2:62]([Cl:63])[Cl:64].[CH3:42][C:43]([CH3:44])=[O:45].[CH3:46][C:47](=[O:48])[OH:49].[CH3:55][N:56]1[CH2:57][CH2:58][CH2:59][C:60]1=[O:61].[I:1][c:2]1[cH:3][c:4]2[c:9]([cH:10][cH:11]1)[C:8](=[O:12])[NH:7][C:6](=[O:13])[C:5]2=[CH:14][NH:15][c:16]1[cH:17][cH:18][c:19]([N:22]2[CH2:23][CH2:24][NH:25][CH2:26][CH2:27]2)[cH:20][cH:21]1.[Na+:41].[Na+:54]>>[I:1][c:2]1[cH:3][c:4]2[c:9]([cH:10][cH:11]1)[C:8](=[O:12])[NH:7][C:6](=[O:13])[C:5]2=[CH:14][NH:15][c:16]1[cH:17][cH:18][c:19]([N:22]2[CH2:23][CH2:24][N:25]([CH:43]([CH3:42])[CH3:44])[CH2:26][CH2:27]2)[cH:20][cH:21]1. Reactants: C(C)OC(=C)[Sn](CCCC)(CCCC)CCCC (1-ethoxyvinyltri-n-butyltin), BrC1=NC=C(C=C1)F (2-bromo-5-fluoropyridine). Reagents/catalysts: [Cu](I)I (Copper iodide), C1=CC=C(C=C1)P(C2=CC=CC=C2)C3=CC=CC=C3.C1=CC=C(C=C1)P(C2=CC=CC=C2)C3=CC=CC=C3.Cl[Pd]Cl (bis(triphenylphosphine)palladium (II) chloride). The solvent is C(C)#N (acetonitrile). Conditions: temperature 100 celsius, time 2 hour. The product is FC=1C=CC(=NC1)C(C)=O (1-(5-fluoropyridin-2-yl)ethanone). As a reaction SMILES: [CH2:1]([O:3]C([Sn](CCCC)(CCCC)CCCC)=C)[CH3:2].Br[C:20]1[CH:25]=[CH:24][C:23]([F:26])=[CH:22][N:21]=1>C(#N)C.[Cu](I)I.C1C=CC(P(C2C=CC=CC=2)C2C=CC=CC=2)=CC=1.C1C=CC(P(C2C=CC=CC=2)C2C=CC=CC=2)=CC=1.Cl[Pd]Cl>[F:26][C:23]1[CH:24]=[CH:25][C:20]([C:1](=[O:3])[CH3:2])=[N:21][CH:22]=1 |f:4.5.6|. Reported procedure: Copper iodide (811 mg), 1-ethoxyvinyltri-n-butyltin (19.2 mL), and bis(triphenylphosphine)palladium (II) chloride (1 g) were added to a solution of 2-bromo-5-fluoropyridine (5 g) in acetonitrile (250 mL), and the reaction solution was heated and stirred in a nitrogen atmosphere at 100° C. for two hours. The reaction solution was returned to room temperature, and the solvent was evaporated under reduced pressure. The residue was diluted with ethyl acetate and washed with brine. The organic layer ... Reactants: OC1=C(C=O)C=CC=C1 (hydroxybenzaldehyde), hexanes EtOAc, C(C)(C)(C)C=1C=C(C=O)C=C(C1O)C(C)(C)C (3,5-di-tert-butyl-4-hydroxybenzaldehyde), C(C)(C)N(C(C)C)CC (N,N-diisopropylethylamine), ClCOCOCOCCl (Chloromethoxymethyl ether). The solvent is ClCCCl (1,2-dichloroethane). Run at time 1 hour. Yields the product COCOC1=C(C=C(C=O)C=C1C(C)(C)C)C(C)(C)C (4-Methoxymethoxy-3,5-di-tert-butylbenzaldehyde). The yield is 100.0%. Reaction SMILES: [C:1]([C:5]1[CH:6]=[C:7]([CH:10]=[C:11]([C:14]([CH3:17])([CH3:16])[CH3:15])[C:12]=1[OH:13])[CH:8]=[O:9])([CH3:4])([CH3:3])[CH3:2].C(N(CC)C(C)C)(C)C.Cl[CH2:28][O:29][CH2:30]OCOCCl.OC1C=CC=CC=1C=O>ClCCCl>[CH3:28][O:29][CH2:30][O:13][C:12]1[C:5]([C:1]([CH3:4])([CH3:3])[CH3:2])=[CH:6][C:7]([CH:8]=[O:9])=[CH:10][C:11]=1[C:14]([CH3:17])([CH3:16])[CH3:15]. Procedure details: To a solution of 3,5-di-tert-butyl-4-hydroxybenzaldehyde (10 g, 40 mmol) in 1,2-dichloroethane (200 mL) was added N,N-diisopropylethylamine (6.97 mL, 40 mmol) and the solution was stirred for 1 h at room temperature. Chloromethoxymethyl ether (3.77 mL, 50 mmol) was added and the reaction mixture was stirred for 1 h at room temperature and then refluxed for 16 h until no more hydroxybenzaldehyde was detected by TLC (Rf=0.78 for product and 0.70 for starting, material using 1:1 hexanes/EtOAc). The... The reactants are O=C([O-])O, CN1CCN(c2ccccc2[N+](=O)[O-])C(C(=O)O)C1, CCO, Cl, [H][H], [K+], O. The product is CN1CCN2c3ccccc3NC(=O)C2C1. RXN SMILES: [C:20](=[O:21])([OH:22])[O-:23].[CH3:1][N:2]1[CH2:3][CH:4]([C:17](=[O:18])[OH:19])[N:5]([c:8]2[c:9]([N+:14]([O-:15])=[O:16])[cH:10][cH:11][cH:12][cH:13]2)[CH2:6][CH2:7]1.[CH3:28][CH2:29][OH:30].[ClH:27].[H:25][H:26].[K+:24].[OH2:31]>>[CH3:1][N:2]1[CH2:3][CH:4]2[N:5]([CH2:6][CH2:7]1)[c:8]1[c:9]([cH:10][cH:11][cH:12][cH:13]1)[NH:14][C:17]2=[O:19].